This data is from the Open Reaction Database (ORD), a public repository of structured organic reaction records. The task is: describe an organic reaction: reactants, conditions, products, and yield The reactants are [Mg+2].[Cl-].[Cl-] (MgCl2), AT-103, AT-103, 03/091396 A2, P(=O)([O-])([O-])[O-].[K+].[K+].[K+] (potassium phosphate), CC1=NC=C(C(=C1O)C=O)COP(=O)(O)O (pyridoxal-5′-phosphate), amino acid, AT-103, C1=CC=C2C(=C1)C(=CN2)C[C@](C[C@@H](C(=O)O)N)(C(=O)O)O (monatin), D-amino acid. Product: N1C=C(C2=CC=CC=C12)CC(C(=O)[O-])=O (indole-3-pyruvate), C(C(=O)C)(=O)[O-] (pyruvate). RXN SMILES: [CH:1]1[CH:6]=[C:5]2[C:7]([CH2:10][C@@:11]([OH:21])([C:18]([OH:20])=[O:19])C[C@H](N)C(O)=O)=[CH:8][NH:9][C:4]2=[CH:3][CH:2]=1.P([O-])([O-])([O-])=O.[K+].[K+].[K+].CC1C(O)=C(C=O)C(COP(O)(O)=O)=CN=1.[Mg+2].[Cl-].[Cl-]>>[NH:9]1[C:4]2[C:5](=[CH:6][CH:1]=[CH:2][CH:3]=2)[C:7]([CH2:10][C:11](=[O:21])[C:18]([O-:20])=[O:19])=[CH:8]1.[C:18]([O-:20])(=[O:19])[C:11]([CH3:10])=[O:21] |f:1.2.3.4,6.7.8|. Procedure: AT-103 transaminase was part of a transaminase library purchased from BioCatalytics (Pasadena, Calif.) and the enzyme was tested for production of monatin in coupled reactions using the ProA aldolase from C. testosteroni. The aldolase was prepared as described in WO 03/091396 A2. AT-103 is a broad specificity D-transaminase (EC 2.6.1.21) from a Bacillus species that requires a D-amino acid (such as D-glutamate, D-aspartate, or D-alanine) as the amino acid donor. Enzymes and additional components... Reactants: C(C)C1=CC=C(C=C1)C1=C(SC(=C1)F)CO ([3-(4-ethylphenyl)-5-fluorothiophen-2-yl]methanol), OC1=C(C(=C(C=C1)CCC(=O)OCC)C)C (ethyl 3-(4-hydroxy-2,3-dimethylphenyl)propanoate), FC1=CC(=C(S1)COC1=C(C(=C(C=C1)CCC(=O)OCC)C)C)C1=CC=C(C=C1)CC (ethyl 3-(4-((5-fluoro-3-(4-ehtylphenyl)thiophen-2-yl)methoxy)-2,3-dimethylphenyl)propanoate). Product: C(C)C1=CC=C(C=C1)C1=C(SC(=C1)F)COC1=C(C(=C(C=C1)CCC(=O)O)C)C (3-(4-[[3-(4-ethylphenyl)-5-fluorothiophen-2-yl]methoxy]-2,3-dimethylphenyl)propanoic acid). RXN SMILES: C(C1C=CC(C2C=C(F)SC=2CO)=CC=1)C.OC1C=CC(CCC(OCC)=O)=C(C)C=1C.[F:33][C:34]1[S:38][C:37]([CH2:39][O:40][C:41]2[CH:46]=[CH:45][C:44]([CH2:47][CH2:48][C:49]([O:51]CC)=[O:50])=[C:43]([CH3:54])[C:42]=2[CH3:55])=[C:36]([C:56]2[CH:61]=[CH:60][C:59]([CH2:62][CH3:63])=[CH:58][CH:57]=2)[CH:35]=1>>[CH2:62]([C:59]1[CH:58]=[CH:57][C:56]([C:36]2[CH:35]=[C:34]([F:33])[S:38][C:37]=2[CH2:39][O:40][C:41]2[CH:46]=[CH:45][C:44]([CH2:47][CH2:48][C:49]([OH:51])=[O:50])=[C:43]([CH3:54])[C:42]=2[CH3:55])=[CH:61][CH:60]=1)[CH3:63]. Procedure details: The title compound was prepared according to the procedure described in Example 196 by coupling of [3-(4-ethylphenyl)-5-fluorothiophen-2-yl]methanol and ethyl 3-(4-hydroxy-2,3-dimethylphenyl)propanoate followed by hydrolysis of ethyl 3-(4-((5-fluoro-3-(4-ehtylphenyl)thiophen-2-yl)methoxy)-2,3-dimethylphenyl)propanoate to afford the desired product as an off-white solid. 1H-NMR (300 MHz, CD3OD) δ 7.34 (d, J=8.1 Hz, 2H), 7.26 (d, J=8.1 Hz, 2H), 6.92 (d, J=8.4 Hz, 2H), 6.62-6.64 (m, 2H), 5.05 (s, 2... Reactants: [OH-].[Na+] (NaOH), C(C)[BH-](CC)CC.[Li+] (lithium triethylborohydride), COC(=O)C1=CC=C2C=NN(C2=C1)C1=NC(=NC=C1)N[C@@H]1CC[C@H](CC1)O (trans-1-[2-(4-hydroxycyclohexylamino)-pyrimidin-4-yl]-1H-indazole-6-carboxylic acid methyl ester), Cl (HCl), C(=O)(O)[O-].[Na+] (NaHCO3). Run in CC(=O)O.CCO (AcOH EtOH), C1CCOC1 (THF). Reaction conditions: time 30 minute. Yields the product OCC1=CC=C2C=NN(C2=C1)C1=NC(=NC=C1)N[C@@H]1CC[C@H](CC1)O (trans-4-[4-(6-hydroxymethyl-indazol-1-yl)-pyrimidin-2-ylamino]-cyclohexanol). Isolated yield 23.8%. RXN SMILES: C([BH-](CC)CC)C.[Li+].C[O:10][C:11]([C:13]1[CH:21]=[C:20]2[C:16]([CH:17]=[N:18][N:19]2[C:22]2[CH:27]=[CH:26][N:25]=[C:24]([NH:28][C@H:29]3[CH2:34][CH2:33][C@H:32]([OH:35])[CH2:31][CH2:30]3)[N:23]=2)=[CH:15][CH:14]=1)=O.Cl.[OH-].[Na+].C([O-])(O)=O.[Na+]>C1COCC1.CC(O)=O.CCO>[OH:10][CH2:11][C:13]1[CH:21]=[C:20]2[C:16]([CH:17]=[N:18][N:19]2[C:22]2[CH:27]=[CH:26][N:25]=[C:24]([NH:28][C@H:29]3[CH2:34][CH2:33][C@H:32]([OH:35])[CH2:31][CH2:30]3)[N:23]=2)=[CH:15][CH:14]=1 |f:0.1,4.5,6.7,9.10|. Procedure details: A solution of lithium triethylborohydride (1 M in THF, 0.8 mL) was slowly added at RT to trans-1-[2-(4-hydroxycyclohexylamino)-pyrimidin-4-yl]-1H-indazole-6-carboxylic acid methyl ester (100 mg) in THF (3 mL). The resulting mixture was stirred for 30 min, and AcOH/EtOH (1:1, 2 mL) was added. The reaction mixture was stirred for 30 min, then poured onto aqueous HCl (0.1 M). The resulting mixture was basified to pH 8 with aqueous NaOH and aqueous NaHCO3, then extracted with DCM. The combined organ... Starting materials: O=C([O-])[O-], CS(C)=O, O=Cc1cc(C(F)(F)F)c(Cl)c(C(F)(F)F)c1, [K+], [K+], Oc1ccc2[nH]cc(CC3CCCCC3)c2c1. The product is O=Cc1cc(C(F)(F)F)c(Oc2ccc3[nH]cc(CC4CCCCC4)c3c2)c(C(F)(F)F)c1. Reaction SMILES: [C:18](=[O:19])([O-:20])[O-:21].[CH3:41][S:42]([CH3:43])=[O:44].[F:24][C:25]([c:26]1[cH:27][c:28]([CH:29]=[O:30])[cH:31][c:32]([C:35]([F:36])([F:37])[F:38])[c:33]1[Cl:34])([F:39])[F:40].[K+:22].[K+:23].[OH:1][c:2]1[cH:3][c:4]2[c:5]([CH2:11][CH:12]3[CH2:13][CH2:14][CH2:15][CH2:16][CH2:17]3)[cH:6][nH:7][c:8]2[cH:9][cH:10]1>>[O:1]([c:2]1[cH:3][c:4]2[c:5]([CH2:11][CH:12]3[CH2:13][CH2:14][CH2:15][CH2:16][CH2:17]3)[cH:6][nH:7][c:8]2[cH:9][cH:10]1)[c:33]1[c:26]([C:25]([F:24])([F:39])[F:40])[cH:27][c:28]([CH:29]=[O:30])[cH:31][c:32]1[C:35]([F:36])([F:37])[F:38]. The reactants are COc1ccccc1COCCCOc1ccc(C2CCN(C(=O)OC(C)(C)C)CC2OCc2ccc3c(c2)N(CCOS(C)(=O)=O)CCC3)cc1, CNC, CCO. Product: COc1ccccc1COCCCOc1ccc(C2CCN(C(=O)OC(C)(C)C)CC2OCc2ccc3c(c2)N(CCN(C)C)CCC3)cc1. Reaction SMILES: [C:1]([CH3:2])([CH3:3])([CH3:4])[O:5][C:6](=[O:7])[N:8]1[CH2:9][CH:10]([O:34][CH2:35][c:36]2[cH:37][cH:38][c:39]3[c:44]([cH:45]2)[N:43]([CH2:46][CH2:47][O:48][S:49]([CH3:50])(=[O:51])=[O:52])[CH2:42][CH2:41][CH2:40]3)[CH:11]([c:14]2[cH:15][cH:16][c:17]([O:20][CH2:21][CH2:22][CH2:23][O:24][CH2:25][c:26]3[c:27]([O:32][CH3:33])[cH:28][cH:29][cH:30][cH:31]3)[cH:18][cH:19]2)[CH2:12][CH2:13]1.[CH3:53][NH:54][CH3:55].[CH3:56][CH2:57][OH:58]>>[C:1]([CH3:2])([CH3:3])([CH3:4])[O:5][C:6](=[O:7])[N:8]1[CH2:9][CH:10]([O:34][CH2:35][c:36]2[cH:37][cH:38][c:39]3[c:44]([cH:45]2)[N:43]([CH2:46][CH2:47][N:54]([CH3:53])[CH3:55])[CH2:42][CH2:41][CH2:40]3)[CH:11]([c:14]2[cH:15][cH:16][c:17]([O:20][CH2:21][CH2:22][CH2:23][O:24][CH2:25][c:26]3[c:27]([O:32][CH3:33])[cH:28][cH:29][cH:30][cH:31]3)[cH:18][cH:19]2)[CH2:12][CH2:13]1. The reactants are CC(=O)SCSc1c[nH]nn1, C[Si](C)(C)[N-][Si](C)(C)C, Cl, COS(=O)(=O)C(F)(F)F, [Li+], C1CCOC1, O. RXN SMILES: [C:1]([CH3:2])(=[O:3])[S:4][CH2:5][S:6][c:7]1[n:8][n:9][nH:10][cH:11]1.[CH3:12][Si:13]([N-:14][Si:15]([CH3:16])([CH3:17])[CH3:18])([CH3:19])[CH3:20].[ClH:36].[F:22][C:23]([F:24])([F:25])[S:26]([O:27][CH3:28])(=[O:29])=[O:30].[Li+:21].[O:31]1[CH2:32][CH2:33][CH2:34][CH2:35]1.[OH2:37]>>[C:1]([CH3:2])(=[O:3])[S:4][CH2:5][S:6][c:7]1[n:8]([CH3:12])[n:9][n:10][cH:11]1. Yields the product CC(=O)SCSc1cnnn1C.